Dataset: the Open Reaction Database (ORD), a public repository of structured organic reaction records. Task: describe an organic reaction: reactants, conditions, products, and yield Starting materials: CC1=C(C=C(C(=O)O)C=C1)N1N=NC(=C1)C=1C(=NC=CC1)C (4-methyl-3-[4-(2-methyl-pyridin-3-yl)-[1,2,3]triazol-1-yl]-benzoic acid), NC=1C(=C(C=C(C1)C(C)(C)C)NS(=O)(=O)C)OC (N-(3-amino-5-tert-butyl-2-methoxy-phenyl)-methane-sulfonamide). The product is C(C)(C)(C)C=1C=C(C(=C(C1)NC(C1=CC(=C(C=C1)C)N1N=NC(=C1)C=1C(=NC=CC1)C)=O)OC)NS(=O)(=O)C (N-(5-tert-Butyl-3-methanesulfonylamino-2-methoxy-phenyl)-4-methyl-3-[4-(2-methyl-pyridin-3-yl)-[1,2,3]triazol-1-yl]-benzamide). Reaction SMILES: [CH3:1][C:2]1[CH:10]=[CH:9][C:5]([C:6](O)=[O:7])=[CH:4][C:3]=1[N:11]1[CH:15]=[C:14]([C:16]2[C:17]([CH3:22])=[N:18][CH:19]=[CH:20][CH:21]=2)[N:13]=[N:12]1.[NH2:23][C:24]1[C:25]([O:39][CH3:40])=[C:26]([NH:34][S:35]([CH3:38])(=[O:37])=[O:36])[CH:27]=[C:28]([C:30]([CH3:33])([CH3:32])[CH3:31])[CH:29]=1>>[C:30]([C:28]1[CH:27]=[C:26]([NH:34][S:35]([CH3:38])(=[O:37])=[O:36])[C:25]([O:39][CH3:40])=[C:24]([NH:23][C:6](=[O:7])[C:5]2[CH:9]=[CH:10][C:2]([CH3:1])=[C:3]([N:11]3[CH:15]=[C:14]([C:16]4[C:17]([CH3:22])=[N:18][CH:19]=[CH:20][CH:21]=4)[N:13]=[N:12]3)[CH:4]=2)[CH:29]=1)([CH3:33])([CH3:31])[CH3:32]. Procedure: Example 9 was prepared by coupling 4-methyl-3-[4-(2-methyl-pyridin-3-yl)-[1,2,3]triazol-1-yl]-benzoic acid (5:3 mixture with 4-methyl-3-[5-(2-methyl-pyridin-3-yl)-[1,2,3]triazol-1-yl]-benzoic acid) with N-(3-amino-5-tert-butyl-2-methoxy-phenyl)-methane-sulfonamide in the same manner as Example 1. Preparative HPLC was used to separate N-(5-tert-butyl-3-methanesulfonylamino-2-methoxy-phenyl)-4-methyl-3-[4-(2-methyl-pyridin-3-yl)-[1,2,3]triazol-1-yl]-benzamide from N-(5-tert-Butyl-3-methanesulfonyl... Procedure details: A mixture of 1 g of 4-methoxycarbonyl-4-(N-phenylmethoxyacetamido)piperidine, 0.12 sodium iodine, 3.5 g of sodium carbonate, 0.47 g of 2-chlroethylbenzene and 50 ml of methyl isobutyl ketone is maintained at reflux for six days. The mixture is cooled, diluted with 500 ml of toluene and washed three times with 20 ml of water. The organic phase is dried over 20 g of sodium sulfate. The solid is filtered off and the solvent flash evaporated to give an oil. The oil is purified using a Waters Associa... As a reaction SMILES: [CH3:1][O:2][C:3]([C:5]1([N:11]([O:15][CH2:16][C:17]2[CH:22]=[CH:21][CH:20]=[CH:19][CH:18]=2)[C:12](=[O:14])[CH3:13])[CH2:10][CH2:9][NH:8][CH2:7][CH2:6]1)=[O:4].[I].[Na].C(=O)([O-])[O-].[Na+].[Na+].[CH2:31](C(C)=O)C(C)C.[C:38]1([CH3:44])[CH:43]=[CH:42][CH:41]=[CH:40][CH:39]=1>>[C:38]1([CH2:44][CH2:31][N:8]2[CH2:9][CH2:10][C:5]([C:3]([O:2][CH3:1])=[O:4])([N:11]([O:15][CH2:16][C:17]3[CH:18]=[CH:19][CH:20]=[CH:21][CH:22]=3)[C:12](=[O:14])[CH3:13])[CH2:6][CH2:7]2)[CH:43]=[CH:42][CH:41]=[CH:40][CH:39]=1 |f:1.2,3.4.5,^1:22,23|. Reactants: COC(=O)C1(CCNCC1)N(C(C)=O)OCC1=CC=CC=C1 (4-methoxycarbonyl-4-(N-phenylmethoxyacetamido)piperidine), [I].[Na] (sodium iodine), C([O-])([O-])=O.[Na+].[Na+] (sodium carbonate), C(C(C)C)C(=O)C (methyl isobutyl ketone), C1(=CC=CC=C1)C (toluene). The product is C1(=CC=CC=C1)CCN1CCC(CC1)(N(C(C)=O)OCC1=CC=CC=C1)C(=O)OC (1-(2-phenylethyl)-4-methoxycarbonyl-4-(N-phenylmethoxyacetamido)piperidine).